From a dataset of the Open Reaction Database (ORD), a public repository of structured organic reaction records. describe an organic reaction: reactants, conditions, products, and yield Yields the product COCCCCOC1=CC=C(C=C1)C1CCN(CC1)C1=CC=C(C=C1)N1CCNCC1 (1-[4-[4-[4-(4-methoxybutoxy)phenyl]piperidin-1-yl]phenyl]piperazine). As a reaction SMILES: C(OC([N:11]1[CH2:16][CH2:15][N:14]([C:17]2[CH:22]=[CH:21][C:20]([N:23]3[CH2:28][CH:27]=[C:26]([C:29]4[CH:34]=[CH:33][C:32]([O:35][CH2:36][CH2:37][CH2:38][CH2:39][O:40][CH3:41])=[CH:31][CH:30]=4)[CH2:25][CH2:24]3)=[CH:19][CH:18]=2)[CH2:13][CH2:12]1)=O)C1C=CC=CC=1.C([O-])=O.[NH4+]>CO.O1CCOCC1.[Pd]>[CH3:41][O:40][CH2:39][CH2:38][CH2:37][CH2:36][O:35][C:32]1[CH:33]=[CH:34][C:29]([CH:26]2[CH2:27][CH2:28][N:23]([C:20]3[CH:19]=[CH:18][C:17]([N:14]4[CH2:15][CH2:16][NH:11][CH2:12][CH2:13]4)=[CH:22][CH:21]=3)[CH2:24][CH2:25]2)=[CH:30][CH:31]=1 |f:1.2|. Yield: 81.1%. The reagents and catalysts are [Pd] (palladium on carbon). The solvent is CO (methanol), O1CCOCC1 (dioxane). The reactants are C(C1=CC=CC=C1)OC(=O)N1CCN(CC1)C1=CC=C(C=C1)N1CCC(=CC1)C1=CC=C(C=C1)OCCCCOC (4-[4-[4-[4-(4-methoxybutoxy)phenyl]-3,6-dihydro-2H-pyridin-1-yl]phenyl]piperazine-1-carboxylic acid benzyl ester), C(=O)[O-].[NH4+] (ammonium formate). Procedure details: To a mixture of 4-[4-[4-[4-(4-methoxybutoxy)phenyl]-3,6-dihydro-2H-pyridin-1-yl]phenyl]piperazine-1-carboxylic acid benzyl ester (2.20 g) and ammonium formate (1.25 g) in 90% methanol (44 ml) and dioxane was added 10% palladium on carbon at room temperature. The reaction mixture was heated at 100° C. for 2 hours. After cooling, the reaction mixture was filtered and evaporated. Sodium hydrogen carbonate solution was added to the residue. And the resulting precipitate was collected by filtration, ... Reaction conditions: temperature 100 celsius. Reactants: BrC1=CC=2N=C(N=C(C2N=C1)N1CCOCC1)Cl (4-(7-bromo-2-chloropyrido[3,2-d]pyrimidin-4-yl)morpholine), C(=O)(O)C1=CC=C(C=C1)B(O)O (4-carboxyphenylboronic acid), C([O-])([O-])=O.[Na+].[Na+] (sodium carbonate), Cl (hydrochloric acid). Reagents/catalysts: Cl[Pd]([P](C1=CC=CC=C1)(C2=CC=CC=C2)C3=CC=CC=C3)([P](C4=CC=CC=C4)(C5=CC=CC=C5)C6=CC=CC=C6)Cl (Pd(PPh3)2Cl2). The solvent is O (water), C(C)O (ethanol), O (water). Run at temperature 90 celsius, time 2 hour. Yields the product ClC=1N=C(C2=C(N1)C=C(C=N2)C2=CC=C(C(=O)O)C=C2)N2CCOCC2 (4-(2-Chloro-4-morpholinopyrido[3,2-d]pyrimidin-7-yl)benzoic acid). Isolated yield 71.9%. As a reaction SMILES: Br[C:2]1[CH:11]=[N:10][C:9]2[C:8]([N:12]3[CH2:17][CH2:16][O:15][CH2:14][CH2:13]3)=[N:7][C:6]([Cl:18])=[N:5][C:4]=2[CH:3]=1.[C:19]([C:22]1[CH:27]=[CH:26][C:25](B(O)O)=[CH:24][CH:23]=1)([OH:21])=[O:20].C(=O)([O-])[O-].[Na+].[Na+].Cl>Cl[Pd](Cl)([P](C1C=CC=CC=1)(C1C=CC=CC=1)C1C=CC=CC=1)[P](C1C=CC=CC=1)(C1C=CC=CC=1)C1C=CC=CC=1.O.C(O)C>[Cl:18][C:6]1[N:7]=[C:8]([N:12]2[CH2:17][CH2:16][O:15][CH2:14][CH2:13]2)[C:9]2[N:10]=[CH:11][C:2]([C:25]3[CH:26]=[CH:27][C:22]([C:19]([OH:21])=[O:20])=[CH:23][CH:24]=3)=[CH:3][C:4]=2[N:5]=1 |f:2.3.4,^1:40,59|. Procedure: To a 50 mL round bottom flask, 4-(7-bromo-2-chloropyrido[3,2-d]pyrimidin-4-yl)morpholine (1.0 g, 0.0030 mol—Preparation 3), 4-carboxyphenylboronic acid (0.5 g, 0.0030 mol), sodium carbonate (0.64 g, 0.0060 mol) dioxane (60 mL), ethanol (10 mL) and water (10 mL) were added. The reaction mixture was degassed with N2 for 5-10 minutes. To the same reaction mixture, Pd(PPh3)2Cl2 (0.106 g, 0.00015 mol) was added and degassed with N2 for 5-10 minutes. The reaction mixture was stirred at 90° C. for 2 ho... Starting materials: C1(=CC=CC=C1)C1=C(C=CC=C1)O (o-phenylphenol), CN1SC=CC1=O (2-methyl-4-isothiazolinone), C(C1=CC=CC=C1)O (benzyl alcohol), [OH-].[Na+] (NaOH), solution. Solvent: O (water). Product: C1(=CC=CC=C1)C1=C(C=CC=C1)O.CN1SC=CC1=O (o-phenylphenol 2-methyl-4-isothiazolinone). Reaction SMILES: [C:1]1([C:7]2[CH:12]=[CH:11][CH:10]=[CH:9][C:8]=2[OH:13])[CH:6]=[CH:5][CH:4]=[CH:3][CH:2]=1.[CH3:14][N:15]1[C:19](=[O:20])[CH:18]=[CH:17][S:16]1.C(O)C1C=CC=CC=1.[OH-].[Na+]>O>[C:1]1([C:7]2[CH:12]=[CH:11][CH:10]=[CH:9][C:8]=2[OH:13])[CH:2]=[CH:3][CH:4]=[CH:5][CH:6]=1.[CH3:14][N:15]1[C:19](=[O:20])[CH:18]=[CH:17][S:16]1 |f:3.4,6.7|. Procedure details: A solution of o-phenylphenol/2-methyl-4-isothiazolinone was prepared by dissolving 25 g of o-phenylphenol and 12.5 g 2-methyl-4-isothiazolinone using 20 g monopropylene glycol and 20 g benzyl alcohol and 2.5 g NaOH and 20 g water to achieve a 25% by wt. solution, based on o-phenylphenol and a 12.5% solution, based on MIT. Starting materials: CCCCCCCOc1ccc(-c2ccc(C=CC(=O)OCC)cc2)cc1, ClCCl. The product is CCCCCCCOc1ccc(-c2ccc(CCC(=O)OCC)cc2)cc1. Reaction SMILES: [CH2:1]([CH3:2])[O:3][C:4]([CH:5]=[CH:6][c:7]1[cH:8][cH:9][c:10](-[c:13]2[cH:14][cH:15][c:16]([O:19][CH2:20][CH2:21][CH2:22][CH2:23][CH2:24][CH2:25][CH3:26])[cH:17][cH:18]2)[cH:11][cH:12]1)=[O:27].[Cl:28][CH2:29][Cl:30]>>[CH2:1]([CH3:2])[O:3][C:4]([CH2:5][CH2:6][c:7]1[cH:8][cH:9][c:10](-[c:13]2[cH:14][cH:15][c:16]([O:19][CH2:20][CH2:21][CH2:22][CH2:23][CH2:24][CH2:25][CH3:26])[cH:17][cH:18]2)[cH:11][cH:12]1)=[O:27]. RXN SMILES: [Br:1][c:2]1[cH:3][c:4]([N+:10](=[O:11])[O-:12])[c:5]([O:8][CH3:9])[cH:6][cH:7]1.[C:32](=[O:33])([O-:34])[O-:35].[CH2:13]([Sn:14]([CH2:15][CH2:16][CH2:17][CH3:24])([C:18]1=[CH:19][CH2:20][CH2:21][CH2:22][CH2:23]1)[CH2:25][CH2:26][CH2:27][CH3:28])[CH2:29][CH2:30][CH3:31].[Na+:36].[Na+:37].[O:38]1[CH2:39][CH2:40][O:41][CH2:42][CH2:43]1.[cH:44]1[cH:45][cH:46][c:47]([P:48]([Pd:49]([P:50]([c:51]2[cH:52][cH:53][cH:54][cH:55][cH:56]2)([c:57]2[cH:58][cH:59][cH:60][cH:61][cH:62]2)[c:63]2[cH:64][cH:65][cH:66][cH:67][cH:68]2)([P:69]([c:70]2[cH:71][cH:72][cH:73][cH:74][cH:75]2)([c:76]2[cH:77][cH:78][cH:79][cH:80][cH:81]2)[c:82]2[cH:83][cH:84][cH:85][cH:86][cH:87]2)[P:88]([c:89]2[cH:90][cH:91][cH:92][cH:93][cH:94]2)([c:95]2[cH:96][cH:97][cH:98][cH:99][cH:100]2)[c:101]2[cH:102][cH:103][cH:104][cH:105][cH:106]2)([c:107]2[cH:108][cH:109][cH:110][cH:111][cH:112]2)[c:113]2[cH:114][cH:115][cH:116][cH:117][cH:118]2)[cH:119][cH:120]1>>[c:2]1([C:18]2=[CH:19][CH2:20][CH2:21][CH2:22][CH2:23]2)[cH:3][c:4]([N+:10](=[O:11])[O-:12])[c:5]([O:8][CH3:9])[cH:6][cH:7]1. Reactants: COc1ccc(Br)cc1[N+](=O)[O-], O=C([O-])[O-], CCCC[Sn](CCCC)(CCCC)C1=CCCCC1, [Na+], [Na+], C1COCCO1, c1ccc(P(c2ccccc2)(c2ccccc2)[Pd](P(c2ccccc2)(c2ccccc2)c2ccccc2)(P(c2ccccc2)(c2ccccc2)c2ccccc2)P(c2ccccc2)(c2ccccc2)c2ccccc2)cc1. Yields the product COc1ccc(C2=CCCCC2)cc1[N+](=O)[O-].